describe an organic reaction: reactants, conditions, products, and yield From a dataset of the Open Reaction Database (ORD), a public repository of structured organic reaction records. The reactants are C1(CC1)C1=CC(=NN1)NC1=NC(=NC=C1)NCC1=NC=CC2=C1C=NN2S(=O)(=O)C2=CC=C(C)C=C2 (N4-(5-cyclopropyl-1H-pyrazol-3-yl)-N2-((1-tosyl-1H-pyrazolo[4,3-c]pyridin-4-yl)methyl)pyrimidine-2,4-diamine), [OH-].[Na+] (NaOH). Solvent: CO (MeOH). The product is C1(CC1)C1=CC(=NN1)NC1=NC(=NC=C1)N (N4-(5-cyclopropyl-1H-pyrazol-3-yl)pyrimidine-2,4-diamine). As a reaction SMILES: [CH:1]1([C:4]2[NH:8][N:7]=[C:6]([NH:9][C:10]3[CH:15]=[CH:14][N:13]=[C:12]([NH:16]CC4C5C=NN(S(C6C=CC(C)=CC=6)(=O)=O)C=5C=CN=4)[N:11]=3)[CH:5]=2)[CH2:3][CH2:2]1.[OH-].[Na+]>CO>[CH:1]1([C:4]2[NH:8][N:7]=[C:6]([NH:9][C:10]3[CH:15]=[CH:14][N:13]=[C:12]([NH2:16])[N:11]=3)[CH:5]=2)[CH2:3][CH2:2]1 |f:1.2|. Procedure: To a mixture of N4-(5-cyclopropyl-1H-pyrazol-3-yl)-N2-((1-tosyl-1H-pyrazolo[4,3-c]pyridin-4-yl)methyl)pyrimidine-2,4-diamine (400 mg, 0.80 mmol) in MeOH (5 mL) was added aqueous NaOH (2 N, 5 mL). The mixture was heated at reflux overnight. The reaction mixture was extracted with EtOAc (100 mL×3), dried (Na2SO4), filtered, and concentrated under reduced pressure. The residue was purified by preparative HPLC to afford 30 mg (6.3%) of N241H-pyrazolo[4,3-c]pyridin-4-yl)methyl)-N4-(5-cyclopropyl-1H-p... Starting materials: CCOC(C)=O, O=C(Cl)OC1CCCC1, ClCCl, COC(=O)c1ccc(Cn2nc(OC)c3ccc(N)cc32)c(OC)c1, c1ccncc1. Product: COC(=O)c1ccc(Cn2nc(OC)c3ccc(NC(=O)OC4CCCC4)cc32)c(OC)c1. As a reaction SMILES: [CH3:44][CH2:45][O:46][C:47](=[O:48])[CH3:49].[Cl:1][C:2](=[O:3])[O:4][CH:5]1[CH2:6][CH2:7][CH2:8][CH2:9]1.[Cl:41][CH2:42][Cl:43].[NH2:10][c:11]1[cH:12][cH:13][c:14]2[c:15]([O:33][CH3:34])[n:16][n:17]([CH2:20][c:21]3[c:22]([O:31][CH3:32])[cH:23][c:24]([C:25](=[O:26])[O:27][CH3:28])[cH:29][cH:30]3)[c:18]2[cH:19]1.[cH:35]1[cH:36][cH:37][n:38][cH:39][cH:40]1>>[C:2](=[O:3])([O:4][CH:5]1[CH2:6][CH2:7][CH2:8][CH2:9]1)[NH:10][c:11]1[cH:12][cH:13][c:14]2[c:15]([O:33][CH3:34])[n:16][n:17]([CH2:20][c:21]3[c:22]([O:31][CH3:32])[cH:23][c:24]([C:25](=[O:26])[O:27][CH3:28])[cH:29][cH:30]3)[c:18]2[cH:19]1. Starting materials: O=C(OC)C=1C=CC=CC1OC. The reagents and catalysts are N=1C=CC(=CC1C=2N=CC=C(C2)C(C)(C)C)C(C)(C)C, O1B(OC(C)(C)C1(C)C)B2OC(C)(C)C(O2)(C)C, C[OH2+].C[OH2+].C1CC=CCCC=C1.C1CC=CCCC=C1.[Ir].[Ir]. Run in O(C)C(C)(C)C. Reaction conditions: temperature 25 celsius, time 16 hour. The product is O=C(OC)C1=CC=C(C=C1OC)B2OC(C)(C)C(O2)(C)C, O=C(OC)C1=CC(=CC=C1OC)B2OC(C)(C)C(O2)(C)C. The yield is 15.0%. Reported procedure: General  procedure Cwas  applied  to methyl  2-methoxybenzoate15c(66mg, 0.4mmol).  The  reaction mixture was stirredat room temperature for 16hours giving a conversion of >99% (GC-MS) and 16cand 17cin a 85:15mixture(1H NMR spectrum). Starting materials: C(C)(C)(C)OC(COC1=C(C(=CC=2CCCCC12)Cl)F)=O ((3-chloro-2-fluoro-5,6,7,8-tetrahydro-naphthalen-1-yloxy)-acetic acid tert-butyl ester), C(C)(=O)[O-].[NH4+] (ammonium acetate), C(#N)[BH3-].[Na+] (sodium cyanoborohydride). Solvent: CO (methanol). The product is C(C)(C)(C)OC(COC1=C(C(=CC=2C(CCCC12)N)Cl)F)=O ((5-amino-3-chloro-2-fluoro-5,6,7,8-tetrahydro-naphthalen-1-yloxy)-acetic acid tert-butyl ester). Yield: 95.3%. Reaction SMILES: [C:1]([O:5][C:6](=[O:21])[CH2:7][O:8][C:9]1[C:18]2[CH2:17][CH2:16][CH2:15][CH2:14][C:13]=2[CH:12]=[C:11]([Cl:19])[C:10]=1[F:20])([CH3:4])([CH3:3])[CH3:2].C([O-])(=O)C.[NH4+].C([BH3-])#[N:28].[Na+]>CO>[C:1]([O:5][C:6](=[O:21])[CH2:7][O:8][C:9]1[C:18]2[CH2:17][CH2:16][CH2:15][CH:14]([NH2:28])[C:13]=2[CH:12]=[C:11]([Cl:19])[C:10]=1[F:20])([CH3:4])([CH3:2])[CH3:3] |f:1.2,3.4|. Procedure: To a stirred and ice cold solution of (3-chloro-2-fluoro-5,6,7,8-tetrahydro-naphthalen-1-yloxy)-acetic acid tert-butyl ester (1.32 g, 4.01 mmol) and ammonium acetate (4.7 g, 61.0 mmol) in methanol (21 mL) was added sodium cyanoborohydride (504 mg, 8.02 mmol) under nitrogen. After 10 minutes of stirring at room temperature, the reaction mixture was heated at reflux for 4 hours. The solvent was removed under reduced pressure and to the residue was added saturated sodium bicarbonate solution (10 mL... Starting materials: COC(=O)c1ccc(OCc2ccc(Cl)cc2)cc1OCc1ccccc1, [Na+], C1COCCO1, [OH-]. Yields the product O=C(O)c1ccc(OCc2ccc(Cl)cc2)cc1OCc1ccccc1. Reaction SMILES: [CH2:1]([c:2]1[cH:3][cH:4][cH:5][cH:6][cH:7]1)[O:8][c:9]1[c:10]([C:11](=[O:12])[O:13][CH3:14])[cH:15][cH:16][c:17]([O:19][CH2:20][c:21]2[cH:22][cH:23][c:24]([Cl:27])[cH:25][cH:26]2)[cH:18]1.[Na+:35].[O:28]1[CH2:29][CH2:30][O:31][CH2:32][CH2:33]1.[OH-:34]>>[CH2:1]([c:2]1[cH:3][cH:4][cH:5][cH:6][cH:7]1)[O:8][c:9]1[c:10]([C:11](=[O:12])[OH:13])[cH:15][cH:16][c:17]([O:19][CH2:20][c:21]2[cH:22][cH:23][c:24]([Cl:27])[cH:25][cH:26]2)[cH:18]1. RXN SMILES: BrC1[CH:7]=[CH:6][C:5]([CH3:8])=[CH:4][CH:3]=1.[CH3:9][C:10]([CH3:12])=[O:11].[CH2:13]1COCC1>>[CH3:8][C:5]1[CH:6]=[CH:7][C:9]([C:10]([OH:11])([CH3:13])[CH3:12])=[CH:3][CH:4]=1. Procedure details: In a clean RB flask, fitted with reflux condenser Mg (3.5 g, 0.1462 mol) was taken and added THF (125 ml) followed by slow addition of 4-bromo toluene (25 g, 0.1462 mol) for about 1 hr. The reaction mixture was then stirred at room temperature for about 3 h. Then into this slowly added acetone (10.7 mL, 0.1462 mol) and stirred at room temperature for about 2 hrs. After completion of the reaction as indicated by TLC, reaction mixture was then cooled to 0° C. and quenched with Sat ammonium chlorid... Starting materials: Mg, C1CCOC1 (THF), BrC1=CC=C(C=C1)C (4-bromo toluene), CC(=O)C (acetone). Conditions: time 3 hour. Product: CC1=CC=C(C=C1)C(C)(C)O (8-hydroxy-p-cymene).